From a dataset of the Open Reaction Database (ORD), a public repository of structured organic reaction records. describe an organic reaction: reactants, conditions, products, and yield The product is Cc1ccc(N)cc1C(=O)c1ccc(Nc2ccc(F)cc2Cl)cc1Cl. The reactants are Cc1ccc([N+](=O)[O-])cc1C(=O)c1ccc(Nc2ccc(F)cc2Cl)cc1Cl, Cc1ccc(N)cc1C(=O)c1ccc(Nc2ccc(C(F)(F)F)cc2)cc1Cl. As a reaction SMILES: [Cl:29][c:30]1[c:31]([C:45](=[O:46])[c:47]2[c:48]([CH3:56])[cH:49][cH:50][c:51]([N+:53]([O-:54])=[O:55])[cH:52]2)[cH:32][cH:33][c:34]([NH:36][c:37]2[c:38]([Cl:44])[cH:39][c:40]([F:43])[cH:41][cH:42]2)[cH:35]1.[NH2:1][c:2]1[cH:3][cH:4][c:5]([CH3:6])[c:7]([C:8]([c:9]2[cH:10][cH:11][c:12]([NH:13][c:14]3[cH:15][cH:16][c:17]([C:18]([F:19])([F:20])[F:21])[cH:22][cH:23]3)[cH:24][c:25]2[Cl:26])=[O:27])[cH:28]1>>[Cl:29][c:30]1[c:31]([C:45](=[O:46])[c:47]2[c:48]([CH3:56])[cH:49][cH:50][c:51]([NH2:53])[cH:52]2)[cH:32][cH:33][c:34]([NH:36][c:37]2[c:38]([Cl:44])[cH:39][c:40]([F:43])[cH:41][cH:42]2)[cH:35]1. Reactants: C1(CC1)N1CCN(CC1)C1=CC=C(N=N1)C1=CC=C(C=C1)N (4-[6-(4-cyclopropyl-piperazin-1-yl)-pyridazin-3-yl]-phenylamine), C1(CC1)C(=O)Cl (cyclopropanecarbonyl chloride). The product is C1(CC1)N1CCN(CC1)C1=CC=C(N=N1)C1=CC=C(C=C1)NC(=O)C1CC1 (Cyclopropanecarboxylic acid {4-[6-(4-cyclopropylpiperazin-1-yl)pyridazin-3-yl]phenyl}amide). RXN SMILES: [CH:1]1([N:4]2[CH2:9][CH2:8][N:7]([C:10]3[N:15]=[N:14][C:13]([C:16]4[CH:21]=[CH:20][C:19]([NH2:22])=[CH:18][CH:17]=4)=[CH:12][CH:11]=3)[CH2:6][CH2:5]2)[CH2:3][CH2:2]1.[CH:23]1([C:26](Cl)=[O:27])[CH2:25][CH2:24]1>>[CH:1]1([N:4]2[CH2:5][CH2:6][N:7]([C:10]3[N:15]=[N:14][C:13]([C:16]4[CH:21]=[CH:20][C:19]([NH:22][C:26]([CH:23]5[CH2:25][CH2:24]5)=[O:27])=[CH:18][CH:17]=4)=[CH:12][CH:11]=3)[CH2:8][CH2:9]2)[CH2:3][CH2:2]1. Procedure details: The title compound was prepared by a similar procedure to that described in Example 170, starting from 4-[6-(4-cyclopropyl-piperazin-1-yl)-pyridazin-3-yl]-phenylamine and cyclopropanecarbonyl chloride. 1H NMR (300 MHz, DMSO-d6) δ 10.30 (s, 1H), 7.93 (d, 2H), 7.86 (d, 1H), 7.67 (d, 2H), 7.30 (d, 1H), 3.57-3.54 (m, 4H), 2.64-2.62 (m, 4H), 1.79-1.74 (m, 1H), 1.65-1.62 (m, 1H), 0.78 (d, 4H), 0.43-0.41 (m, 2H), 0.35-0.30 (m, 2H). Reactants: NCCCN(S(=O)(=O)C)CC1=CC(=CC=C1)C1=NC(=NC=C1)NCCC1=CC=C(C=C1)O (N-(3-Amino-propyl)-N-(3-{2-[2-(4-hydroxy-phenyl)-ethylamino]-pyrimidin-4-yl}-benzyl)-methanesulfonamide), ClC1=CC=C(C(=O)O)C=C1 (4-chlorobenzoic acid), 594. Product: ClC1=CC=C(C(=O)NCCCN(S(=O)(=O)C)CC2=CC(=CC=C2)C2=NC(=NC=C2)NCCC2=CC=C(C=C2)O)C=C1 (4-Chloro-N-{3-[(3-{2-[2-(4-hydroxy-phenyl)-ethylamino]-pyrimidin-4-yl}-benzyl)-methanesulfonyl-amino]-propyl}-benzamide). Reaction SMILES: [NH2:1][CH2:2][CH2:3][CH2:4][N:5]([CH2:10][C:11]1[CH:16]=[CH:15][CH:14]=[C:13]([C:17]2[CH:22]=[CH:21][N:20]=[C:19]([NH:23][CH2:24][CH2:25][C:26]3[CH:31]=[CH:30][C:29]([OH:32])=[CH:28][CH:27]=3)[N:18]=2)[CH:12]=1)[S:6]([CH3:9])(=[O:8])=[O:7].[Cl:33][C:34]1[CH:42]=[CH:41][C:37]([C:38](O)=[O:39])=[CH:36][CH:35]=1>>[Cl:33][C:34]1[CH:42]=[CH:41][C:37]([C:38]([NH:1][CH2:2][CH2:3][CH2:4][N:5]([CH2:10][C:11]2[CH:16]=[CH:15][CH:14]=[C:13]([C:17]3[CH:22]=[CH:21][N:20]=[C:19]([NH:23][CH2:24][CH2:25][C:26]4[CH:27]=[CH:28][C:29]([OH:32])=[CH:30][CH:31]=4)[N:18]=3)[CH:12]=2)[S:6]([CH3:9])(=[O:8])=[O:7])=[O:39])=[CH:36][CH:35]=1. Procedure: Compound 2 was coupled with 4-chlorobenzoic acid following procedure K. LC-MS showed the product had the expected M+H+ of 594. 1H NMR (Varian 300 MHz, CD3OD, shifts relative to the solvent peak at 3.3 ppm) δ 8.23 (d, 1H) 8.1 (d, 1H) 7.6 (d, 2H) 7.5 (d, 2H) 7.4 (m, 2H), 7.3 (d, 2H), 7.1 (d, 2H), 7.0 (d, 2H), 6.7 (d, 2H), 4.5 (s, 2H) 3.6 (t, 2H), 3.1 (d, 2H), δ 3.0 (s, 3H), 2.8 (t, 2H), δ 1.8 (m, 2H). Reactants: C(C)OC(=O)C#CC1=CC=CC=C1 (phenylacetylenecarboxylic acid ethyl ester), C(#N)CCN(CC(=O)O)C=O (N-(2-cyanoethyl)-N-formylglycine). Solvent: C(C)(=O)OC(C)=O (acetic anhydride). Product: C(C)OC(=O)C=1C(=CN(C1)CCC#N)C1=CC=CC=C1 (4-ethoxycarbonyl-1-(2-cyanoethyl)-3-phenylpyrrole). Reaction SMILES: [CH2:1]([O:3][C:4]([C:6]#[C:7][C:8]1[CH:13]=[CH:12][CH:11]=[CH:10][CH:9]=1)=[O:5])[CH3:2].[C:14]([CH2:16][CH2:17][N:18]([CH:23]=O)[CH2:19]C(O)=O)#[N:15]>C(OC(=O)C)(=O)C>[CH2:1]([O:3][C:4]([C:6]1[C:7]([C:8]2[CH:13]=[CH:12][CH:11]=[CH:10][CH:9]=2)=[CH:19][N:18]([CH2:17][CH2:16][C:14]#[N:15])[CH:23]=1)=[O:5])[CH3:2]. Procedure: 17.4 g of phenylacetylenecarboxylic acid ethyl ester and 15.6 g of N-(2-cyanoethyl)-N-formylglycine are dissolved in 100 ml of acetic anhydride, and the solution is refluxed for 24 h. The mixture is concentrated by evaporation under reduced pressure; the residue is then taken up in toluene, and purified by chromatography through silica gel. The solvent is evaporated off, and from the eluate is obtained 4-ethoxycarbonyl-1-(2-cyanoethyl)-3-phenylpyrrole in the form of a yellow oil (compound No. 3....